This data is from the Open Reaction Database (ORD), a public repository of structured organic reaction records. The task is: describe an organic reaction: reactants, conditions, products, and yield Reactants: ClC=1N=C(C2=C(N1)C(=NC=N2)SC2CCCCC2)N2CCOCC2 (2-chloro-8-cyclohexylthio-4-morpholino-pyrimido-[5,4-d]-pyrimidine), N1CCNCC1 (piperazine). The product is C1(CCCCC1)SC1=NC=NC2=C1N=C(N=C2N2CCOCC2)N2CCNCC2 (8-Cyclohexylthio-4-morpholino-2-piperazino-pyrimido-[5,4-d]-pyrimidine). RXN SMILES: Cl[C:2]1[N:3]=[C:4]([N:19]2[CH2:24][CH2:23][O:22][CH2:21][CH2:20]2)[C:5]2[N:11]=[CH:10][N:9]=[C:8]([S:12][CH:13]3[CH2:18][CH2:17][CH2:16][CH2:15][CH2:14]3)[C:6]=2[N:7]=1.[NH:25]1[CH2:30][CH2:29][NH:28][CH2:27][CH2:26]1>>[CH:13]1([S:12][C:8]2[C:6]3[N:7]=[C:2]([N:25]4[CH2:30][CH2:29][NH:28][CH2:27][CH2:26]4)[N:3]=[C:4]([N:19]4[CH2:24][CH2:23][O:22][CH2:21][CH2:20]4)[C:5]=3[N:11]=[CH:10][N:9]=2)[CH2:18][CH2:17][CH2:16][CH2:15][CH2:14]1. Procedure details: This compound was prepared analogous to Example 1 from 2-chloro-8-cyclohexylthio-4-morpholino-pyrimido-[5,4-d]-pyrimidine (m.p.: 179°-181° C.) and piperazine. Starting materials: OC1=C(C(N(C2=CC(=CN=C12)CC1=CC=CC=C1)CC1=CC=C(C=C1)[N+](=O)[O-])=O)C(=O)OCC (ethyl 4-hydroxy-1-[(4-nitrophenyl)methyl]-2-oxo-7-(phenylmethyl)-1,2-dihydro-1,5-naphthyridine-3-carboxylate), C1(CCC1)N (cyclobutylamine). Product: C1(CCC1)NC(=O)C=1C(N(C2=CC(=CN=C2C1O)CC1=CC=CC=C1)CC1=CC=C(C=C1)[N+](=O)[O-])=O (N-Cyclobutyl-4-hydroxy-1-[(4-nitrophenyl)methyl]-2-oxo-7-(phenylmethyl)-1,2-dihydro-1,5-naphthyridine-3-carboxamide). Reaction SMILES: [OH:1][C:2]1[C:11]2[C:6](=[CH:7][C:8]([CH2:12][C:13]3[CH:18]=[CH:17][CH:16]=[CH:15][CH:14]=3)=[CH:9][N:10]=2)[N:5]([CH2:19][C:20]2[CH:25]=[CH:24][C:23]([N+:26]([O-:28])=[O:27])=[CH:22][CH:21]=2)[C:4](=[O:29])[C:3]=1[C:30]([O:32]CC)=O.[CH:35]1([NH2:39])[CH2:38][CH2:37][CH2:36]1>>[CH:35]1([NH:39][C:30]([C:3]2[C:4](=[O:29])[N:5]([CH2:19][C:20]3[CH:21]=[CH:22][C:23]([N+:26]([O-:28])=[O:27])=[CH:24][CH:25]=3)[C:6]3[C:11]([C:2]=2[OH:1])=[N:10][CH:9]=[C:8]([CH2:12][C:13]2[CH:18]=[CH:17][CH:16]=[CH:15][CH:14]=2)[CH:7]=3)=[O:32])[CH2:38][CH2:37][CH2:36]1. Procedure: This compound was prepared from ethyl 4-hydroxy-1-[(4-nitrophenyl)methyl]-2-oxo-7-(phenylmethyl)-1,2-dihydro-1,5-naphthyridine-3-carboxylate and cyclobutylamine employing methods similar to those described in Example 2 and was obtained as a white solid: 1H NMR (d6-DMSO) δ 10.91 (1H, d, J=7.6 Hz), 8.21 (1H, s), 8.10 (2H, d, J=8.6 Hz), 7.35 (2H, d, J=8.6 Hz), 7.29 (1H, s), 7.14 (3H, m), 7.08 (2H, m), 5.47 (2H, br s), 4.40 (1H, m), 3.91 (2H, s), 2.24 (2H, m), 1.86 (2H, m), 1.67 (2H, m); HRMS calcd ... Reactants: COC=1C=C2CC(NC2=CC1)=O (5-Methoxy-1,3-dihydroindol-2-one), C(C)N(CCCNC(=O)C=1NC(=CC1C)C=O)CC (5-formyl-3-methyl-1H-pyrrole-2-carboxylic acid (3-diethylaminopropyl)amide). Yields the product CN(CCCNC(=O)C=1NC(=CC1C)C=C1C(NC2=CC=C(C=C12)OC)=O)C (5-(5-Methoxy-2-oxo-1,2-dihydroindol-3-ylidenemethyl)-3-methyl-1H-pyrrole -2-carboxylic Acid (3-dimethylamino-propyl)amide). The yield is 39.0%. Reaction SMILES: [CH3:1][O:2][C:3]1[CH:4]=[C:5]2[C:9](=[CH:10][CH:11]=1)[NH:8][C:7](=[O:12])[CH2:6]2.[CH2:13]([N:15]([CH2:30]C)[CH2:16][CH2:17][CH2:18][NH:19][C:20]([C:22]1[NH:23][C:24]([CH:28]=O)=[CH:25][C:26]=1[CH3:27])=[O:21])C>>[CH3:30][N:15]([CH3:13])[CH2:16][CH2:17][CH2:18][NH:19][C:20]([C:22]1[NH:23][C:24]([CH:28]=[C:6]2[C:5]3[C:9](=[CH:10][CH:11]=[C:3]([O:2][CH3:1])[CH:4]=3)[NH:8][C:7]2=[O:12])=[CH:25][C:26]=1[CH3:27])=[O:21]. Procedure: 5-Methoxy-1,3-dihydroindol-2-one (82.5 mg, 0.5 mmol) was condensed with 5-formyl-3-methyl-1H-pyrrole-2-carboxylic acid (3-diethylaminopropyl)amide to give 80 mg (39%) of the title compound. Reactants: COC(=O)C=1S(N(C2=NC=CN=C2C1O)CC(F)F)(=O)=O (1-(2,2-difluoro-ethyl)-4-hydroxy-2,2-dioxo-1,2-dihydro-2-λ-6-thia-1,5,8-triaza-naphthalene-3-carboxylic acid methyl ester), Cl (hydrochloric acid). Solvent: C(C)O (ethanol). Reaction conditions: temperature 150 celsius. Product: FC(CN1S(CC(C2=NC=CN=C12)=O)(=O)=O)F (1-(2,2-difluoro-ethyl)-2,2-dioxo-2,3-dihydro-1H-2-λ-6-thia-1,5,8-triaza-naphthalen-4-one). Yield: 47.6%. As a reaction SMILES: COC([C:5]1[S:6](=[O:21])(=[O:20])[N:7]([CH2:16][CH:17]([F:19])[F:18])[C:8]2[C:13]([C:14]=1[OH:15])=[N:12][CH:11]=[CH:10][N:9]=2)=O.Cl>C(O)C>[F:19][CH:17]([F:18])[CH2:16][N:7]1[C:8]2[C:13](=[N:12][CH:11]=[CH:10][N:9]=2)[C:14](=[O:15])[CH2:5][S:6]1(=[O:20])=[O:21]. Procedure details: To a solution of 1-(2,2-difluoro-ethyl)-4-hydroxy-2,2-dioxo-1,2-dihydro-2-λ-6-thia-1,5,8-triaza-naphthalene-3-carboxylic acid methyl ester (0.520 g) (Example 9.3) in ethanol (3 ml) was added aqueous hydrochloric acid (2M) (1 ml). The mixture was heated in a microwave for 20 minutes at 150° C. twice. The reaction mixture was concentrated to give 1-(2,2-difluoro-ethyl)-2,2-dioxo-2,3-dihydro-1H-2-λ-6-thia-1,5,8-triaza-naphthalen-4-one (0.203 g). 1H-NMR (400 MHz, CDCl3): 8.66 (d, 1H), 8.61 (d, 1H), ... Reactants: NC1=C(C(=O)NC2=CC(=NC=C2)C)C=C(C=N1)Br (2-amino-5-bromo-N-(2-methyl-pyridin-4-yl)-nicotinamide), CC1(OB(OC1(C)C)C=1C=C(SC1)CN1CCOCC1)C (4-[4-(4,4,5,5-tetramethyl-[1,3,2]dioxaborolan-2-yl)-thiophen-2-ylmethyl]-morpholine). Yields the product NC1=C(C(=O)NC2=CC(=NC=C2)C)C=C(C=N1)C1=CSC(=C1)CN1CCOCC1 (2-Amino-N-(2-methyl-pyridin-4-yl)-5-(5-morpholin-4-ylmethyl-thiophen-3-yl)-nicotinamide). As a reaction SMILES: [NH2:1][C:2]1[N:17]=[CH:16][C:15](Br)=[CH:14][C:3]=1[C:4]([NH:6][C:7]1[CH:12]=[CH:11][N:10]=[C:9]([CH3:13])[CH:8]=1)=[O:5].CC1(C)C(C)(C)OB([C:27]2[CH:28]=[C:29]([CH2:32][N:33]3[CH2:38][CH2:37][O:36][CH2:35][CH2:34]3)[S:30][CH:31]=2)O1>>[NH2:1][C:2]1[N:17]=[CH:16][C:15]([C:27]2[CH:28]=[C:29]([CH2:32][N:33]3[CH2:34][CH2:35][O:36][CH2:37][CH2:38]3)[S:30][CH:31]=2)=[CH:14][C:3]=1[C:4]([NH:6][C:7]1[CH:12]=[CH:11][N:10]=[C:9]([CH3:13])[CH:8]=1)=[O:5]. Reported procedure: Reaction of 2-amino-5-bromo-N-(2-methyl-pyridin-4-yl)-nicotinamide with 4-[4-(4,4,5,5-tetramethyl-[1,3,2]dioxaborolan-2-yl)-thiophen-2-ylmethyl]-morpholine gives the compound “A15”; The reactants are Cl (HCl), C(=O)(C(F)(F)F)O (TFA), C(#N)C1=C(C=C(C=C1)C(CCCN1CCN(CC1)S(=O)(=O)C1=CC(=CC=C1)O)(C1=CN=CN1C)NS(=O)C(C)(C)C)F (N-[1-(4-cyano-3-fluorophenyl)-4-{4-[(3-hydroxyphenyl)sulfonyl]piperazin-1-yl}-1-(1-methyl-1H-imidazol-5-yl)butyl]-2-methylpropane-2-sulfinamide), C(=O)([O-])[O-].[Cs+].[Cs+] (Cs2CO3). Run in O1CCOCC1 (dioxane), CN(C)C=O (DMF), CO (MeOH). Run at time 24 hour. The product is NC1(C2=CC=C(C(OC3=CC=CC(S(N4CCN(CCC1)CC4)(=O)=O)=C3)=C2)C#N)C2=CN=CN2C (14-Amino-14-(1-methyl-1H-imidazol-5-yl)-8-oxa-2-thia-1,18-diazatetracyclo[16.2.2.13,7.19,13]tetracosa-3(24),4,6,9(23),10,12-hexaene-10-carbonitrile 2,2-dioxide). As a reaction SMILES: [C:1]([C:3]1[CH:8]=[CH:7][C:6]([C:9]([NH:35]S(C(C)(C)C)=O)([C:29]2[N:33]([CH3:34])[CH:32]=[N:31][CH:30]=2)[CH2:10][CH2:11][CH2:12][N:13]2[CH2:18][CH2:17][N:16]([S:19]([C:22]3[CH:27]=[CH:26][CH:25]=[C:24]([OH:28])[CH:23]=3)(=[O:21])=[O:20])[CH2:15][CH2:14]2)=[CH:5][C:4]=1F)#[N:2].C([O-])([O-])=O.[Cs+].[Cs+].Cl.C(O)(C(F)(F)F)=O>CN(C=O)C.CO.O1CCOCC1>[NH2:35][C:9]1([C:29]2[N:33]([CH3:34])[CH:32]=[N:31][CH:30]=2)[CH2:10][CH2:11][CH2:12][N:13]2[CH2:18][CH2:17][N:16]([CH2:15][CH2:14]2)[S:19](=[O:20])(=[O:21])[C:22]2=[CH:23][C:24](=[CH:25][CH:26]=[CH:27]2)[O:28][C:8]2=[CH:7][C:6]1=[CH:5][CH:4]=[C:3]2[C:1]#[N:2] |f:1.2.3|. Procedure details: N-[1-(4-cyano-3-fluorophenyl)-4-{4-[(3-hydroxyphenyl)sulfonyl]piperazin-1-yl}-1-(1-methyl-1H-imidazol-5-yl)butyl]-2-methylpropane-2-sulfinamide (0.115 g, 0.186 mmol) was dissolved in DMF (19 mL) and treated with Cs2CO3 (0.304 g, 0.93 mmol). After 24 h at 80° C., the reaction mixture was concentrated in vacuo, partitioned between CH2Cl2 and H2O, the aqueous layer washed with CH2Cl2 (2×), the organic layers combined, washed with brine, and dried (MgSO4). Filtration and concentration in vacuo gave ...